Dataset: the Open Reaction Database (ORD), a public repository of structured organic reaction records. Task: describe an organic reaction: reactants, conditions, products, and yield The product is C(#N)C1=CC=C(CNC(C(C2=CC(=CC=C2)[N+](=O)[O-])OC)=O)C=C1 ((RS)-N-(4-cyano-benzyl)-2-methoxy-2-(3-nitro-phenyl)-acetamide). RXN SMILES: [CH3:1][O:2][CH:3]([C:7]1[CH:12]=[CH:11][CH:10]=[C:9]([N+:13]([O-:15])=[O:14])[CH:8]=1)[C:4]([OH:6])=O.[NH2:16][CH2:17][C:18]1[CH:25]=[CH:24][C:21]([C:22]#[N:23])=[CH:20][CH:19]=1>>[C:17]([C:18]1[CH:25]=[CH:24][C:21]([CH2:22][NH:23][C:4](=[O:6])[CH:3]([O:2][CH3:1])[C:7]2[CH:12]=[CH:11][CH:10]=[C:9]([N+:13]([O-:15])=[O:14])[CH:8]=2)=[CH:20][CH:19]=1)#[N:16]. Procedure: (RS)-Methoxy-(3-nitro-phenyl)-acetic acid was coupled with 4-aminomethyl benzonitrile according to general procedure C to give (RS)-N-(4-cyano-benzyl)-2-methoxy-2-(3-nitro-phenyl)-acetamide. Light yellow gum. The reactants are COC(C(=O)O)C1=CC(=CC=C1)[N+](=O)[O-] ((RS)-Methoxy-(3-nitro-phenyl)-acetic acid), NCC1=CC=C(C#N)C=C1 (4-aminomethyl benzonitrile). Reactants: [Br-], CC(C)(C)[O-], C[P+](c1ccccc1)(c1ccccc1)c1ccccc1, CC(=O)CCCc1ccccc1I, [K+], O. The product is C=C(C)CCCc1ccccc1I. RXN SMILES: [Br-:20].[CH3:1][C:2]([CH3:3])([O-:4])[CH3:5].[CH3:21][P+:22]([c:23]1[cH:24][cH:25][cH:26][cH:27][cH:28]1)([c:29]1[cH:30][cH:31][cH:32][cH:33][cH:34]1)[c:35]1[cH:36][cH:37][cH:38][cH:39][cH:40]1.[I:7][c:8]1[c:9]([CH2:14][CH2:15][CH2:16][C:17]([CH3:18])=[O:19])[cH:10][cH:11][cH:12][cH:13]1.[K+:6].[OH2:41]>>[CH2:1]=[C:17]([CH2:16][CH2:15][CH2:14][c:9]1[c:8]([I:7])[cH:13][cH:12][cH:11][cH:10]1)[CH3:18]. Reactants: FC1=CC(=C(C=C1)CO)\C=C\C1=CC=C(C=C1)F ([4-fluoro-2-[(E)-2-(4-fluorophenyl)ethenyl]phenyl]methanol). The reagents and catalysts are [Pd] (Pd/C). The solvent is CO (methanol). Run at time 8 hour. The product is FC1=CC(=C(C=C1)CO)CCC1=CC=C(C=C1)F ([4-fluoro-2-[2-(4-fluorophenyl)ethyl]phenyl]methanol). Isolated yield 37.0%. As a reaction SMILES: [F:1][C:2]1[CH:7]=[CH:6][C:5]([CH2:8][OH:9])=[C:4](/[CH:10]=[CH:11]/[C:12]2[CH:17]=[CH:16][C:15]([F:18])=[CH:14][CH:13]=2)[CH:3]=1>[Pd].CO>[F:1][C:2]1[CH:7]=[CH:6][C:5]([CH2:8][OH:9])=[C:4]([CH2:10][CH2:11][C:12]2[CH:13]=[CH:14][C:15]([F:18])=[CH:16][CH:17]=2)[CH:3]=1. Reported procedure: Charged [4-fluoro-2-[(E)-2-(4-fluorophenyl)ethenyl]phenyl]methanol (568 mg, 2.31 mmol, EXAMPLE 119, part A), Pd/C (65 mg) and methanol (6 mL) to a flask, the mixture was then purged with hydrogen, stirred at room temperature overnight. It was then filtered, filtrate concentrated to give a residue which was purified by flash column chromatograph to give 214 mg of the title compound (37%). 1H NMR (400 MHz, CDCl3): δ 1.42 (1H, t, J=5.2 Hz), 2.83-2.98 (4H, m), 4.59 (2H, d, J=5.6 Hz), 6.88-6.98 (4H, ... Reactants: [Si](C)(C)(C(C)(C)C)O[C@@H](CNCCC1=CC=C(C=C1)OCCCCC1=CC(=C(C=C1)O)[C@H](CCN(C(C)C)C(C)C)C1=CC=CC=C1)C1=CC(=C(C=C1)O)CO (4-[(1R)-1-{[tert-butyl(dimethyl)silyl]oxy}-2-({2-[4-(4-{3-[(1R)-3-(diisopropylamino)-1-phenylpropyl]-4-hydroxyphenyl}butoxy)phenyl]ethyl}amino)ethyl]-2-(hydroxymethyl)phenol), O (water), [F-].[NH4+] (ammonium fluoride). Run in CO (methanol). Run at temperature 40 celsius, time 8 hour. Yields the product N (ammonia), C(C)(C)N(CC[C@H](C1=CC=CC=C1)C1=C(C=CC(=C1)CCCCOC1=CC=C(C=C1)CCNC[C@@H](C1=CC(=C(C=C1)O)CO)O)O)C(C)C (2-[(1R)-3-(diisopropylamino)-1-phenylpropyl]-4-(4-{4-[2-({(2R)-2-hydroxy-2-[4-hydroxy-3-(hydroxymethyl)phenyl]ethyl}amino)ethyl]phenoxy}butyl)phenol). Reaction SMILES: [Si]([O:8][C@H:9]([C:48]1[CH:53]=[CH:52][C:51]([OH:54])=[C:50]([CH2:55][OH:56])[CH:49]=1)[CH2:10][NH:11][CH2:12][CH2:13][C:14]1[CH:19]=[CH:18][C:17]([O:20][CH2:21][CH2:22][CH2:23][CH2:24][C:25]2[CH:30]=[CH:29][C:28]([OH:31])=[C:27]([C@@H:32]([C:42]3[CH:47]=[CH:46][CH:45]=[CH:44][CH:43]=3)[CH2:33][CH2:34][N:35]([CH:39]([CH3:41])[CH3:40])[CH:36]([CH3:38])[CH3:37])[CH:26]=2)=[CH:16][CH:15]=1)(C(C)(C)C)(C)C.O.[F-].[NH4+]>CO>[NH3:11].[CH:39]([N:35]([CH:36]([CH3:38])[CH3:37])[CH2:34][CH2:33][C@@H:32]([C:27]1[CH:26]=[C:25]([CH2:24][CH2:23][CH2:22][CH2:21][O:20][C:17]2[CH:16]=[CH:15][C:14]([CH2:13][CH2:12][NH:11][CH2:10][C@H:9]([OH:8])[C:48]3[CH:53]=[CH:52][C:51]([OH:54])=[C:50]([CH2:55][OH:56])[CH:49]=3)=[CH:19][CH:18]=2)[CH:30]=[CH:29][C:28]=1[OH:31])[C:42]1[CH:43]=[CH:44][CH:45]=[CH:46][CH:47]=1)([CH3:41])[CH3:40] |f:2.3|. Procedure: 4-[(1R)-1-{[tert-butyl(dimethyl)silyl]oxy}-2-({2-[4-(4-{3-[(1R)-3-(diisopropylamino)-1-phenylpropyl]-4-hydroxyphenyl}butoxy)phenyl]ethyl}amino)ethyl]-2-(hydroxymethyl)phenol (Preparation 63, 311 mg, 0.356 mmol) was dissolved in methanol (4 ml) and water (0.5 ml) and ammonium fluoride (132 mg, 3.56 mmol) was added. The reaction was heated to 40° C. and stirred overnight. Reaction mixture was cooled and solvent removed in vacuo. The residue was purified by column chromatography on silica gel eluti... Reactants: O=C1CCC(=O)N1Br, CC=CC=CC(=O)OC, Clc1ccccc1. Product: COC(=O)C=CC=CCBr. As a reaction SMILES: [Br:10][N:11]1[C:12](=[O:13])[CH2:14][CH2:15][C:16]1=[O:17].[C:1]([CH:2]=[CH:3][CH:4]=[CH:5][CH3:6])(=[O:7])[O:8][CH3:9].[Cl:18][c:19]1[cH:20][cH:21][cH:22][cH:23][cH:24]1>>[C:1]([CH:2]=[CH:3][CH:4]=[CH:5][CH2:6][Br:10])(=[O:7])[O:8][CH3:9]. Reactants: FC=1C=C(CNC2CCN(CC2)CCN2C(C=C(C3=CC=C(C=C23)OC)C(=O)NC)=O)C=CC1C (1-(2-(4-(3-fluoro-4-methylbenzylamino)piperidin-1-yl)ethyl)-7-methoxy-N-methyl-2-oxo-1,2-dihydroquinoline-4-carboxamide), Cl.C(C)(=O)OCC (hydrogen chloride ethyl acetate). Solvent: CO (methanol). The product is Cl.FC=1C=C(CNC2CCN(CC2)CCN2C(C=C(C3=CC=C(C=C23)OC)C(=O)NC)=O)C=CC1C (1-(2-(4-(3-fluoro-4-methylbenzylamino)piperidin-1-yl)ethyl)-7-methoxy-N-methyl-2-oxo-1,2-dihydroquinoline-4-carboxamide hydrochloride). Reaction SMILES: [F:1][C:2]1[CH:3]=[C:4]([CH:32]=[CH:33][C:34]=1[CH3:35])[CH2:5][NH:6][CH:7]1[CH2:12][CH2:11][N:10]([CH2:13][CH2:14][N:15]2[C:24]3[C:19](=[CH:20][CH:21]=[C:22]([O:25][CH3:26])[CH:23]=3)[C:18]([C:27]([NH:29][CH3:30])=[O:28])=[CH:17][C:16]2=[O:31])[CH2:9][CH2:8]1.[ClH:36].C(OCC)(=O)C>CO>[ClH:36].[F:1][C:2]1[CH:3]=[C:4]([CH:32]=[CH:33][C:34]=1[CH3:35])[CH2:5][NH:6][CH:7]1[CH2:8][CH2:9][N:10]([CH2:13][CH2:14][N:15]2[C:24]3[C:19](=[CH:20][CH:21]=[C:22]([O:25][CH3:26])[CH:23]=3)[C:18]([C:27]([NH:29][CH3:30])=[O:28])=[CH:17][C:16]2=[O:31])[CH2:11][CH2:12]1 |f:1.2,4.5|. Procedure: To 2 mL of a methanol solution containing the 1-(2-(4-(3-fluoro-4-methylbenzylamino)piperidin-1-yl)ethyl)-7-methoxy-N-methyl-2-oxo-1,2-dihydroquinoline-4-carboxamide obtained, 1 mL of 4 mol/L hydrogen chloride/ethyl acetate was added at room temperature, and the solvent was removed under reduced pressure. Ethyl acetate was added to the residue thus obtained, and the resulting solid was filtered to give 0.15 g of 1-(2-(4-(3-fluoro-4-methylbenzylamino)piperidin-1-yl)ethyl)-7-methoxy-N-methyl-2-oxo... The reactants are BrC1=CC(=C(C=C1)NC(CCCCCCC(=O)OC)=O)[N+](=O)[O-] (methyl 8-(4-bromo-2-nitrophenylamino)-8-oxooctanoate), Cl[Sn]Cl.O (SnCl2.H2O). The solvent is CCO (EtOH). The product is NC1=C(C=CC(=C1)Br)NC(CCCCCCC(=O)OC)=O (methyl 8-(2-amino-4-bromophenylamino)-8-oxooctanoate). Yield: 66.9%. RXN SMILES: [Br:1][C:2]1[CH:7]=[CH:6][C:5]([NH:8][C:9](=[O:20])[CH2:10][CH2:11][CH2:12][CH2:13][CH2:14][CH2:15][C:16]([O:18][CH3:19])=[O:17])=[C:4]([N+:21]([O-])=O)[CH:3]=1.Cl[Sn]Cl.O>CCO>[NH2:21][C:4]1[CH:3]=[C:2]([Br:1])[CH:7]=[CH:6][C:5]=1[NH:8][C:9](=[O:20])[CH2:10][CH2:11][CH2:12][CH2:13][CH2:14][CH2:15][C:16]([O:18][CH3:19])=[O:17] |f:1.2|. Procedure details: To a solution of methyl 8-(4-bromo-2-nitrophenylamino)-8-oxooctanoate (241 mg, 0.623 mmol) in EtOH was added SnCl2.H2O (490 mg, 2.37 mmol). The reaction was heated to reflux overnight and quenched by water. The mixture was filtered and the filtrate was extracted with ethyl acetate. The combined organic layer was dried, concentrated and purified by biotage column chromatography to afford methyl 8-(2-amino-4-bromophenylamino)-8-oxooctanoate (149 mg) The reactants are O1C(CCCC1)ON1C([C@@H]([C@@H]1C)CCCC1=CC=C(C=C1)Cl)=O ((3R,4S)-1-(2-tetrahydropyranyloxy)-3-(3-(4-chlorophenyl)-1-propyl)-4-methylazetidin-2-one), [OH-].[Na+] (sodium hydroxide). Solvent: O1CCOCC1 (dioxane). Reaction conditions: temperature 23 celsius, time 72 hour. Yields the product ClC1=CC=C(C=C1)CCC[C@@H](C(=O)O)[C@H](C)NOC1OCCCC1 ((2R,3S)-2-(3-(4-chlorophenyl)-1-propyl)-3-(2-tetrahydropyranyloxyamino)butanoic acid). Isolated yield 99.0%. RXN SMILES: [O:1]1[CH2:6][CH2:5][CH2:4][CH2:3][CH:2]1[O:7][N:8]1[C@@H:11]([CH3:12])[C@@H:10]([CH2:13][CH2:14][CH2:15][C:16]2[CH:21]=[CH:20][C:19]([Cl:22])=[CH:18][CH:17]=2)[C:9]1=[O:23].[OH-:24].[Na+]>O1CCOCC1>[Cl:22][C:19]1[CH:20]=[CH:21][C:16]([CH2:15][CH2:14][CH2:13][C@H:10]([C@@H:11]([NH:8][O:7][CH:2]2[CH2:3][CH2:4][CH2:5][CH2:6][O:1]2)[CH3:12])[C:9]([OH:23])=[O:24])=[CH:17][CH:18]=1 |f:1.2|. Reported procedure: To a solution of (3R,4S)-1-(2-tetrahydropyranyloxy)-3-(3-(4-chlorophenyl)-1-propyl)-4-methylazetidin-2-one (360 mg, 1.07 mmol) in dioxane (3.2 mL) is added 1 M aqueous sodium hydroxide (1.6 mL). The solution is stirred at 23° C. for 72 h, then extracted with hexanes (20 mL). The aqueous layer is acidified to pH=3 with saturated aqueous sodium bisulfate solution, and is extracted with two 30 mL portions of ethyl acetate. The combined organics are washed with saturated aqueous sodium chloride, dri... Reactants: ClC=1C=CC2=C(C(=CCC(=N2)NN)C2=C(C=CC=C2)F)C1 (7-chloro-5-(2-fluorophenyl)-2-hydrazino-3H-1-benzazepine), C(CCC)O (n-butanol). The solvent is C(OCC)(OCC)OCC (triethyl orthoformate). Yields the product ClC=1C=CC2=C(C(=CCC=3N2C=NN3)C3=C(C=CC=C3)F)C1 (8-chloro-6-(2-fluorophenyl)-4H-s-triazolo[4,3-a][1]benzazepine). RXN SMILES: [Cl:1][C:2]1[CH:3]=[CH:4][C:5]2[N:11]=[C:10]([NH:12][NH2:13])[CH2:9][CH:8]=[C:7]([C:14]3[CH:19]=[CH:18][CH:17]=[CH:16][C:15]=3[F:20])[C:6]=2[CH:21]=1.[CH2:22](O)CCC>C(OCC)(OCC)OCC>[Cl:1][C:2]1[CH:3]=[CH:4][C:5]2[N:11]3[CH:22]=[N:13][N:12]=[C:10]3[CH2:9][CH:8]=[C:7]([C:14]3[CH:19]=[CH:18][CH:17]=[CH:16][C:15]=3[F:20])[C:6]=2[CH:21]=1. Procedure details: 12.1 g of 7-chloro-5-(2-fluorophenyl)-2-hydrazino-3H-1-benzazepine are heated to boiling under reflux for 2 hours in a mixture of 330 ml of n-butanol and 110 ml of triethyl orthoformate. The mixture is evaporated in vacuo. The residue is crystallized from hexane, there being obtained crude 8-chloro-6-(2-fluorophenyl)-4H-s-triazolo[4,3-a][1]benzazepine as reddish coloured crystals. This material is purified by chromatography on 121 g of silica gel. Impurities are eluted with benzene/methanol (99:... Reactants: CC(=O)O[BH-](OC(C)=O)OC(C)=O, CC1CNCCN1, CCOC(C)=O, O=Cc1ccc(-c2ccc(C(CC3CCOCC3)c3ccc(S(=O)(=O)C4CC4)cc3)[nH]2)nc1, [Na+], C1CCOC1. Yields the product CC1CN(Cc2ccc(-c3ccc(C(CC4CCOCC4)c4ccc(S(=O)(=O)C5CC5)cc4)[nH]3)nc2)CCN1. As a reaction SMILES: [C:41]([O:42][BH-:43]([O:44][C:45](=[O:46])[CH3:47])[O:48][C:49](=[O:50])[CH3:51])(=[O:52])[CH3:53].[CH3:34][CH:35]1[NH:36][CH2:37][CH2:38][NH:39][CH2:40]1.[CH3:60][CH2:61][O:62][C:63](=[O:64])[CH3:65].[CH:1]1([S:4](=[O:5])(=[O:6])[c:7]2[cH:8][cH:9][c:10]([CH:13]([CH2:14][CH:15]3[CH2:16][CH2:17][O:18][CH2:19][CH2:20]3)[c:21]3[cH:22][cH:23][c:24](-[c:26]4[cH:27][cH:28][c:29]([CH:32]=[O:33])[cH:30][n:31]4)[nH:25]3)[cH:11][cH:12]2)[CH2:2][CH2:3]1.[Na+:54].[O:55]1[CH2:56][CH2:57][CH2:58][CH2:59]1>>[CH:1]1([S:4](=[O:5])(=[O:6])[c:7]2[cH:8][cH:9][c:10]([CH:13]([CH2:14][CH:15]3[CH2:16][CH2:17][O:18][CH2:19][CH2:20]3)[c:21]3[cH:22][cH:23][c:24](-[c:26]4[cH:27][cH:28][c:29]([CH2:32][N:39]5[CH2:38][CH2:37][NH:36][CH:35]([CH3:34])[CH2:40]5)[cH:30][n:31]4)[nH:25]3)[cH:11][cH:12]2)[CH2:2][CH2:3]1.